From a dataset of the Open Reaction Database (ORD), a public repository of structured organic reaction records. describe an organic reaction: reactants, conditions, products, and yield The reactants are Cl (Hydrochloric acid), BrC1=C(C=CC=C1)CC(=O)O (2-bromophenylacetic acid), CO (methanol). Product: COC(CC1=C(C=CC=C1)Br)=O (methyl-2-bromophenylacetate). RXN SMILES: Cl.[Br:2][C:3]1[CH:8]=[CH:7][CH:6]=[CH:5][C:4]=1[CH2:9][C:10]([OH:12])=[O:11].[CH3:13]O>>[CH3:13][O:11][C:10](=[O:12])[CH2:9][C:4]1[CH:5]=[CH:6][CH:7]=[CH:8][C:3]=1[Br:2]. Procedure: Hydrochloric acid (gas) was bubbled through 15.8 g (73.5 mmol) 2-bromophenylacetic acid in 100 mL of methanol for 10 min. The resulting solution was partitioned between 100 mL water and 100 mL CH2Cl. The organic layer was dried over MgSO4 and the solvent was removed under reduced pressure to give 16.8 g (73.5 mmol) of methyl-2-bromophenylacetate which was combined with 9.0 g (80.8 mmol) of 1-vinyl-2-pyrrolidinone, and 100 mL of dry THF under argon in a 250 mL round-bottomed flask. Reactants: NC1=CC=C2C(N(C(NC2=C1)=O)CCCCN1CCC(=CC1)C1=CC=CC=C1)=O (7-amino-3-[4-(4-phenyl-1,2,3,6-tetrahydropyridin-1-yl)butyl]-1,2,3,4-tetrahydroquinazoline-2,4-dione), C(C)(=O)O (acetic acid), [O-]C#N.[K+] (potassium cyanate). Run in O (water), O (water), O (water). Conditions: time 3 hour. Yields the product C1(=CC=CC=C1)C=1CCN(CC1)CCCCN1C(NC2=CC(=CC=C2C1=O)NC(=O)N)=O (3-[4-(4-phenyl-1,2,3,6-tetrahydropyridin-1-yl)butyl]-7-ureido-1,2,3,4-tetrahydroquinazoline-2,4-dione). Yield: 27.7%. Reaction SMILES: [NH2:1][C:2]1[CH:11]=[C:10]2[C:5]([C:6](=[O:29])[N:7]([CH2:13][CH2:14][CH2:15][CH2:16][N:17]3[CH2:22][CH:21]=[C:20]([C:23]4[CH:28]=[CH:27][CH:26]=[CH:25][CH:24]=4)[CH2:19][CH2:18]3)[C:8](=[O:12])[NH:9]2)=[CH:4][CH:3]=1.C(O)(=O)C.[O-:34][C:35]#[N:36].[K+]>O>[C:23]1([C:20]2[CH2:21][CH2:22][N:17]([CH2:16][CH2:15][CH2:14][CH2:13][N:7]3[C:6](=[O:29])[C:5]4[C:10](=[CH:11][C:2]([NH:1][C:35]([NH2:36])=[O:34])=[CH:3][CH:4]=4)[NH:9][C:8]3=[O:12])[CH2:18][CH:19]=2)[CH:24]=[CH:25][CH:26]=[CH:27][CH:28]=1 |f:2.3|. Reported procedure: To a mixture of 7-amino-3-[4-(4-phenyl-1,2,3,6-tetrahydropyridin-1-yl)butyl]-1,2,3,4-tetrahydroquinazoline-2,4-dione (0.39 g), acetic acid (5 ml) and water (10 ml) was added a solution of potassium cyanate 0.16 g) in water (2 ml) and the resulting mixture was stirred for additional 3 hours. The reaction mixture was poured into water and precipitated solid was filtered, washed in turn with water and ethanol and dried to give 3-[4-(4-phenyl-1,2,3,6-tetrahydropyridin-1-yl)butyl]-7-ureido-1,2,3,4-te... Starting materials: O.C1(=CC=C(C=C1)S(=O)(=O)O)C (toluene-p-sulphonic acid monohydrate), C12=C(CCC3=CC=CC=C13)C(=O)OC2=O (3,4-dihydronaphthalene-1,2-dicarboxylic acid anhydride), C(CN)N (ethylenediamine). Reported procedure: 27.6 g of toluene-p-sulphonic acid monohydrate are added to a solution of 27.62 g (0.138 mol) of 3,4-dihydronaphthalene-1,2-dicarboxylic acid anhydride in 300 ml of toluene, followed by 8.69 g of ethylenediamine. The mixture is heated to 60° C. for 30 minutes and then refluxed for 30 minutes, removing continuously the toluene and the water as they are formed by destillation. The residue is dried under vacuo to yield 32.7 g (90.0% of theory) of N-(2'-aminoethyl)-3,4-dihydronaphthalene-1,2-dicarbo... Product: NCCN1C(=O)C2=C(CCC3=CC=CC=C23)C1=O (N-(2'-aminoethyl)-3,4-dihydronaphthalene-1,2-dicarboximide). Yield: 97.8%. Solvent: C1(=CC=CC=C1)C (toluene). RXN SMILES: O.C1(C)C=CC(S(O)(=O)=O)=CC=1.[C:13]12[C:26](=[O:27])[O:25][C:23](=O)[C:14]=1[CH2:15][CH2:16][C:17]1[C:22]2=[CH:21][CH:20]=[CH:19][CH:18]=1.[CH2:28]([NH2:31])[CH2:29][NH2:30]>C1(C)C=CC=CC=1>[NH2:30][CH2:29][CH2:28][N:31]1[C:23](=[O:25])[C:14]2[CH2:15][CH2:16][C:17]3[C:22]([C:13]=2[C:26]1=[O:27])=[CH:21][CH:20]=[CH:19][CH:18]=3 |f:0.1|. Reaction conditions: temperature 60 celsius. Reactants: NC1CC2=CC=C(C=C2C1)C=1C=CC(NN1)=O.Br (2-amino-5-[pyridazin-3(2H)-on-6-yl]indane·hydrobromide), O (water), C([O-])([O-])=O.[K+].[K+] (potassium carbonate), C(C=C)(=O)Cl (acryloyl chloride). Run in C(C)(=O)OCC (ethyl acetate), O1CCCC1 (tetrahydrofuran). Run at time 3 hour. Product: C(C=C)(=O)NC1CC2=CC=C(C=C2C1)C=1C=CC(NN1)=O (2-acryloylamino-5-[pyridazin-3(2H)-on-6-yl]indane). Isolated yield 80.4%. As a reaction SMILES: [C:1](Cl)(=[O:4])[CH:2]=[CH2:3].[NH2:6][CH:7]1[CH2:15][C:14]2[C:9](=[CH:10][CH:11]=[C:12]([C:16]3[CH:17]=[CH:18][C:19](=[O:22])[NH:20][N:21]=3)[CH:13]=2)[CH2:8]1.Br.O.C(=O)([O-])[O-].[K+].[K+]>O1CCCC1.C(OCC)(=O)C>[C:1]([NH:6][CH:7]1[CH2:15][C:14]2[C:9](=[CH:10][CH:11]=[C:12]([C:16]3[CH:17]=[CH:18][C:19](=[O:22])[NH:20][N:21]=3)[CH:13]=2)[CH2:8]1)(=[O:4])[CH:2]=[CH2:3] |f:1.2,4.5.6|. Procedure details: Under ice cooling, 3.0 g of acryloyl chloride dissolved in 50 ml of tetrahydrofuran was added dropwise to a suspension of 5.03 g of 2-amino-5-[pyridazin-3(2H)-on-6-yl]indane·hydrobromide in 150 ml of ethyl acetate and 150 ml of water containing 4.52 g of potassium carbonate, and the mixture was stirred for 3 hours. Crystals precipitated were collected by filtration, washed with water, dried and then recrystallized from methanol-acetonitrile to obtain 3.69 g of 2-acryloylamino-5-[pyridazin-3(2H)-... Reactants: O=C(O)c1cc2c(Br)cccc2[nH]1, O=C(Cl)C(=O)Cl, ClCCl, N. The product is NC(=O)c1cc2c(Br)cccc2[nH]1. Reaction SMILES: [Br:7][c:8]1[c:9]2[cH:10][c:11]([C:17](=[O:18])[OH:19])[nH:12][c:13]2[cH:14][cH:15][cH:16]1.[Cl:1][C:2]([C:3]([Cl:4])=[O:5])=[O:6].[Cl:21][CH2:22][Cl:23].[NH3:20]>>[Br:7][c:8]1[c:9]2[cH:10][c:11]([C:17](=[O:19])[NH2:20])[nH:12][c:13]2[cH:14][cH:15][cH:16]1. Solvent: C1CCOC1 (THF). Yield: 107.0%. Product: ClC1=CC2=C(C=N1)C(=NN2C(C2=CC=CC=C2)(C2=CC=CC=C2)C2=CC=CC=C2)C2(C(C2)(F)F)C (6-chloro-3-(2,2-difluoro-1-methylcyclopropyl)-1-trityl-1H-pyrazolo[4,3-c]pyridine). Reactants: [I-].[Na+] (sodium iodide), FC(F)(F)[Si](C)(C)C ((trifluoromethyl)-trimethylsilane), [Na+].[I-] (NaI), ClC1=CC2=C(C=N1)C(=NN2C(C2=CC=CC=C2)(C2=CC=CC=C2)C2=CC=CC=C2)C(=C)C (6-chloro-3-(prop-1-en-2-yl)-1-trityl-1H-pyrazolo[4,3-c]pyridine), FC(F)(F)[Si](C)(C)C ((trifluoromethyl)trimethylsilane). Procedure details: Reference: Angew. Chemie Int. Ed., 2011, 50(31), 7153. To a 2 dram pressure vial charged with a magnetic stir bar was added anhydrous NaI (3.4 mg, 0.023 mmol), THF (1 ml), and 6-chloro-3-(prop-1-en-2-yl)-1-trityl-1H-pyrazolo[4,3-c]pyridine (50 mg, 0.115 mmol) under nitrogen. To this was added (trifluoromethyl)trimethylsilane (0.042 ml, 0.287 mmol). The reaction vessel was sealed and heated to 65° C. in an oil bath for a period of 2.5 hours. LCMS and TLC indicated product and remaining starting m... Reaction conditions: temperature 65 celsius. As a reaction SMILES: [Na+].[I-].[Cl:3][C:4]1[N:9]=[CH:8][C:7]2[C:10]([C:32]([CH3:34])=[CH2:33])=[N:11][N:12]([C:13]([C:26]3[CH:31]=[CH:30][CH:29]=[CH:28][CH:27]=3)([C:20]3[CH:25]=[CH:24][CH:23]=[CH:22][CH:21]=3)[C:14]3[CH:19]=[CH:18][CH:17]=[CH:16][CH:15]=3)[C:6]=2[CH:5]=1.[F:35][C:36]([Si](C)(C)C)([F:38])F>C1COCC1>[Cl:3][C:4]1[N:9]=[CH:8][C:7]2[C:10]([C:32]3([CH3:34])[CH2:33][C:36]3([F:38])[F:35])=[N:11][N:12]([C:13]([C:14]3[CH:15]=[CH:16][CH:17]=[CH:18][CH:19]=3)([C:20]3[CH:21]=[CH:22][CH:23]=[CH:24][CH:25]=3)[C:26]3[CH:31]=[CH:30][CH:29]=[CH:28][CH:27]=3)[C:6]=2[CH:5]=1 |f:0.1|. Isolated yield 77.4%. Conditions: time 6 hour. Starting materials: [H-].[Na+] (NaH), COC=1C=CC2=C(N(C(N2)=O)C[C@@H]2CC[C@H](CC2)C(=O)N2CCOCC2)C1 (6-Methoxy-1-[trans-4-(morpholine-4-carbonyl)-cyclohexylmethyl]-1,3-dihydro-benzoimidazol-2-one), CI (MeI). As a reaction SMILES: [H-].[Na+].[CH3:3][O:4][C:5]1[CH:6]=[CH:7][C:8]2[NH:12][C:11](=[O:13])[N:10]([CH2:14][C@H:15]3[CH2:20][CH2:19][C@H:18]([C:21]([N:23]4[CH2:28][CH2:27][O:26][CH2:25][CH2:24]4)=[O:22])[CH2:17][CH2:16]3)[C:9]=2[CH:29]=1.[CH3:30]I>CN(C=O)C>[CH3:3][O:4][C:5]1[CH:6]=[CH:7][C:8]2[N:12]([CH3:30])[C:11](=[O:13])[N:10]([CH2:14][C@H:15]3[CH2:20][CH2:19][C@H:18]([C:21]([N:23]4[CH2:24][CH2:25][O:26][CH2:27][CH2:28]4)=[O:22])[CH2:17][CH2:16]3)[C:9]=2[CH:29]=1 |f:0.1|. The solvent is CN(C)C=O (DMF). Procedure: NaH (60% in mineral oil, 12 mg, 0.3 mmol) was added to a solution of 6-Methoxy-1-[trans-4-(morpholine-4-carbonyl)-cyclohexylmethyl]-1,3-dihydro-benzoimidazol-2-one (56 mg, 0.15 mmol) in DMF (1.5 ml). MeI (19 μL, 0.3 mmol) was added and the mixture was stirred at room temperature for six hours. The solvent was evaporated, the crude was dissolved in 2 ml of DCM and the solution was washed with H2O. The organic layer was separated and the solvent was removed under reduced pressure. The crude materi... The product is COC1=CC2=C(N(C(N2C[C@@H]2CC[C@H](CC2)C(=O)N2CCOCC2)=O)C)C=C1 (5-Methoxy-1-methyl-3-[trans-4-(morpholine-4-carbonyl)-cyclohexyl methyl]-1,3-dihydro-benzoimidazol-2-one). Reactants: C(C)(=O)OCC (Ethyl acetate), mixture, CS(=O)C=1N=CC2=C(N1)NC(C=C2)=O (2-methanesulfinyl-8H-pyrido[2,3-d]pyrimidin-7-one), CS(=O)(=O)C=1N=CC2=C(N1)NC(C=C2)=O (2-methanesulfonyl-8H-pyrido[2,3-d]pyrimidin-7-one). The solvent is NC1=CC=CC=C1 (aniline). The product is C1(=CC=CC=C1)NC=1N=CC2=C(N1)NC(C=C2)=O (2-phenylamino-8H-pyrido[2,3-d]pyrimidin-7-one). Reaction SMILES: CS([C:4]1[N:5]=[CH:6][C:7]2[CH:13]=[CH:12][C:11](=[O:14])[NH:10][C:8]=2[N:9]=1)=O.CS(C1N=C[C:22]2[CH:28]=[CH:27][C:26](=O)[NH:25][C:23]=2N=1)(=O)=O.[C:30](OCC)(=O)C>NC1C=CC=CC=1>[C:23]1([NH:25][C:4]2[N:5]=[CH:6][C:7]3[CH:13]=[CH:12][C:11](=[O:14])[NH:10][C:8]=3[N:9]=2)[CH:22]=[CH:28][CH:27]=[CH:26][CH:30]=1. Procedure details: A suspension of 204 mg of the mixture of 2-methanesulfinyl-8H-pyrido[2,3-d]pyrimidin-7-one and 2-methanesulfonyl-8H-pyrido[2,3-d]pyrimidin-7-one in 1 mL of aniline was heated at reflux for 10 minutes resulting in a dark brown solution. Upon cooling to room temperature, a solid formed. Ethyl acetate was added, and the solid was collected by filtration, washed with ethyl acetate, then suspended in methanol and filtered, and washed with additional methanol to provide 175 mg of 2-phenylamino-8H-pyri... The reactants are CC1(C)OB(c2ccc(N)nc2)OC1(C)C, Cn1c(C(C)(C)O)nc2c(N3CCOCC3)nc(Cl)nc21. Yields the product Cn1c(C(C)(C)O)nc2c(N3CCOCC3)nc(-c3ccc(N)nc3)nc21. Reaction SMILES: [CH3:22][C:23]1([CH3:24])[C:25]([CH3:26])([CH3:27])[O:28][B:29]([c:30]2[cH:31][cH:32][c:33]([NH2:36])[n:34][cH:35]2)[O:37]1.[Cl:1][c:2]1[n:3][c:4]([N:16]2[CH2:17][CH2:18][O:19][CH2:20][CH2:21]2)[c:5]2[n:6][c:7]([C:12]([CH3:13])([CH3:14])[OH:15])[n:8]([CH3:11])[c:9]2[n:10]1>>[c:2]1(-[c:30]2[cH:31][cH:32][c:33]([NH2:36])[n:34][cH:35]2)[n:3][c:4]([N:16]2[CH2:17][CH2:18][O:19][CH2:20][CH2:21]2)[c:5]2[n:6][c:7]([C:12]([CH3:13])([CH3:14])[OH:15])[n:8]([CH3:11])[c:9]2[n:10]1. The reactants are NC1=C(C(=NC2=CC=CC(=C12)OC[C@H](C)N)C)C(=O)OCC ((S)-ethyl 4-amino-5-(2-aminopropoxy)-2-methylquinoline-3-carboxylate), C(C1=CC=NC=C1)(=O)O (isonicotinic acid). Product: NC1=C(C(=NC2=CC=CC(=C12)OC[C@H](C)NC(C1=CC=NC=C1)=O)C)C(=O)OCC ((S)-ethyl 4-amino-5-(2-(isonicotinamido)propoxy)-2-methylquinoline-3-carboxylate). RXN SMILES: [NH2:1][C:2]1[C:11]2[C:6](=[CH:7][CH:8]=[CH:9][C:10]=2[O:12][CH2:13][C@@H:14]([NH2:16])[CH3:15])[N:5]=[C:4]([CH3:17])[C:3]=1[C:18]([O:20][CH2:21][CH3:22])=[O:19].[C:23](O)(=[O:30])[C:24]1[CH:29]=[CH:28][N:27]=[CH:26][CH:25]=1>>[NH2:1][C:2]1[C:11]2[C:6](=[CH:7][CH:8]=[CH:9][C:10]=2[O:12][CH2:13][C@@H:14]([NH:16][C:23](=[O:30])[C:24]2[CH:29]=[CH:28][N:27]=[CH:26][CH:25]=2)[CH3:15])[N:5]=[C:4]([CH3:17])[C:3]=1[C:18]([O:20][CH2:21][CH3:22])=[O:19]. Procedure details: Prepared as in Example 24a from (S)-ethyl 4-amino-5-(2-aminopropoxy)-2-methyl-quinoline-3-carboxylate (Example 26b) and isonicotinic acid as brown solid (36%). MS 409 (MH+).